describe an organic reaction: reactants, conditions, products, and yield From a dataset of the Open Reaction Database (ORD), a public repository of structured organic reaction records. The reactants are CC1=C(C=CC=C1)C1=NN=NN1 (5-(2-methylphenyl)tetrazole), ClCC(=O)OC (methyl chloroacetate). Product: CC1=C(C=CC=C1)C1=NN=NN1CC(=O)OC (Methyl 5-(2-methylphenyl)-1-tetrazoleacetate). RXN SMILES: [CH3:1][C:2]1[CH:7]=[CH:6][CH:5]=[CH:4][C:3]=1[C:8]1[NH:12][N:11]=[N:10][N:9]=1.Cl[CH2:14][C:15]([O:17][CH3:18])=[O:16]>>[CH3:1][C:2]1[CH:7]=[CH:6][CH:5]=[CH:4][C:3]=1[C:8]1[N:9]([CH2:14][C:15]([O:17][CH3:18])=[O:16])[N:10]=[N:11][N:12]=1. Procedure: Feed materials: 5-(2-methylphenyl)tetrazole and methyl chloroacetate. Starting materials: ice, [H-].[Al+3].[Li+].[H-].[H-].[H-] (lithium aluminum hydride), C(C)(C)[C@H]1COCC(N1)=O ((S)-5-isopropylmorpholin-3-one). Solvent: C1CCOC1 (THF). The product is C(C)(C)[C@@H]1NCCOC1 ((S)-3-isopropylmorpholine). Isolated yield 82.6%. As a reaction SMILES: [H-].[Al+3].[Li+].[H-].[H-].[H-].[CH:7]([C@@H:10]1[NH:15][C:14](=O)[CH2:13][O:12][CH2:11]1)([CH3:9])[CH3:8]>C1COCC1>[CH:7]([C@H:10]1[CH2:11][O:12][CH2:13][CH2:14][NH:15]1)([CH3:9])[CH3:8] |f:0.1.2.3.4.5|. Reported procedure: To ice-cold THF (6 mL) was added lithium aluminum hydride (1.0 M solution in THF, 18.0 mL, 18.0 mmol). Once the addition was complete, a solution of (S)-5-isopropylmorpholin-3-one (1.3 g, 9.0 mmol) in THF (6 mL) was added dropwise over 20 min. Once the addition was completed, the ice bath was removed and the reaction mixture stirred at reflux for 18 h. The reaction was cooled in an ice-bath and to this was slowly added H2O (0.75 mL), then a 15% aqueous solution of NaOH (0.75 mL), and then H2O (0...